The task is: describe an organic reaction: reactants, conditions, products, and yield. This data is from the Open Reaction Database (ORD), a public repository of structured organic reaction records. The reactants are FC=1C=C(CN2C(N(CC2)C=2C=C(C(=O)OC)C=CN2)=O)C=CC1F (methyl 2-(3-(3,4-difluorobenzyl)-2-oxoimidazolidin-1-yl)isonicotinate), [C-]#N.[Na+] (sodium cyanide). The solvent is N1=C(C=CC=C1)CN (pyridin-2-ylmethanamine). Product: C(C1=CC=CC=C1)NC(C1=CC(=NC=C1)N1C(N(CC1)CC1=CC=C(C=C1)F)=O)=O (N-benzyl-2-(3-(4-fluorobenzyl)-2-oxoimidazolidin-1-yl)-isonicotinamide). The yield is 116.8%. RXN SMILES: F[C:2]1[CH:3]=[C:4]([CH:22]=[CH:23][C:24]=1[F:25])[CH2:5][N:6]1[CH2:10][CH2:9][N:8]([C:11]2[CH:12]=[C:13]([CH:18]=[CH:19][N:20]=2)[C:14]([O:16]C)=O)[C:7]1=[O:21].[C-:26]#[N:27].[Na+]>N1C=CC=CC=1CN>[CH2:26]([NH:27][C:14](=[O:16])[C:13]1[CH:18]=[CH:19][N:20]=[C:11]([N:8]2[CH2:9][CH2:10][N:6]([CH2:5][C:4]3[CH:22]=[CH:23][C:24]([F:25])=[CH:2][CH:3]=3)[C:7]2=[O:21])[CH:12]=1)[C:2]1[CH:3]=[CH:4][CH:22]=[CH:23][CH:24]=1 |f:1.2|. Procedure: A solution of methyl 2-(3-(3,4-difluorobenzyl)-2-oxoimidazolidin-1-yl)isonicotinate (0.25 g, 0.72 mmol) and sodium cyanide (0.10 g, 2.04 mmol) in pyridin-2-ylmethanamine (3.0 mL) was stirred at 95° C. for 16 hours and concentrated in vacuo. The residue was purified by column chromatography eluted with 0 to 90% of ethyl acetate in dichloromethane to give N-benzyl-2-(3-(4-fluorobenzyl)-2-oxoimidazolidin-1-yl)-isonicotinamide as a colorless solid (0.17 g, yield 54%): mp 99-101° C.; 1H NMR (300 MHz,... Reactants: BrC1=CC2=C(N1C(C)C)C(N(C2=O)C=2C(=NC=C(C2)Cl)OC)C2=CC=C(C#N)C=C2 (4-[2-bromo-5-(5-chloro-2-methoxy-pyridin-3-yl)-1-isopropyl-4-oxo-1,4,5,6-tetrahydro-pyrrolo[3,4-b]pyrrol-6-yl]-benzonitrile), BrC1=CC2=C(N1C(C)C)C(N(C2=O)C2=C(C=CC(=C2)Cl)C)C2=CC=C(C=C2)Cl (2-bromo-5-(5-chloro-2-methyl-phenyl)-6-(4-chloro-phenyl)-1-isopropyl-5,6-dihydro-1H-pyrrolo[3,4-b]pyrrol-4-one), COC1=NC(=NC=C1B1OC(C(O1)(C)C)(C)C)N (4-methoxy-5-(4,4,5,5-tetramethyl-[1,3,2]dioxaborolan-2-yl)-pyrimidin-2-ylamine), COC1=NC(=NC=C1B1OC(C(O1)(C)C)(C)C)N(C)C (4-methoxy-N,N-dimethyl-5-(4,4,5,5-tetramethyl-1,3,2-dioxaborolan-2-yl)pyrimidin-2-amine), COC1=NC(=NC=C1B1OC(C(O1)(C)C)(C)C)N(C)C (4-methoxy-N,N-dimethyl-5-(4,4,5,5-tetramethyl-1,3,2-dioxaborolan-2-yl)pyrimidin-2-amine). Product: ClC=1C=C(C(=NC1)OC)N1C(C=2N(C(=CC2C1=O)C=1C(=NC(=NC1)N(C)C)OC)C(C)C)C1=CC=C(C#N)C=C1 (4-[5-[5-Chloro-2-methoxy-pyridin-3-yl)-2-(2-dimethylamino-4-methoxy-pyrimidin-5-yl)-1-isopropyl-4-oxo-1,4,5,6-tetrahydro-pyrrolo[3,4-b]pyrrol-6-yl]-benzonitrile). RXN SMILES: Br[C:2]1[N:6]([CH:7]([CH3:9])[CH3:8])[C:5]2[CH:10]([C:23]3[CH:30]=[CH:29][C:26]([C:27]#[N:28])=[CH:25][CH:24]=3)[N:11]([C:14]3[C:15]([O:21][CH3:22])=[N:16][CH:17]=[C:18]([Cl:20])[CH:19]=3)[C:12](=[O:13])[C:4]=2[CH:3]=1.[CH3:31][O:32][C:33]1[C:38](B2OC(C)(C)C(C)(C)O2)=[CH:37][N:36]=[C:35]([N:48]([CH3:50])[CH3:49])[N:34]=1.BrC1N(C(C)C)C2C(C3C=CC(Cl)=CC=3)N(C3C=C(Cl)C=CC=3C)C(=O)C=2C=1.COC1C(B2OC(C)(C)C(C)(C)O2)=CN=C(N)N=1>>[Cl:20][C:18]1[CH:19]=[C:14]([N:11]2[C:12](=[O:13])[C:4]3[CH:3]=[C:2]([C:38]4[C:33]([O:32][CH3:31])=[N:34][C:35]([N:48]([CH3:49])[CH3:50])=[N:36][CH:37]=4)[N:6]([CH:7]([CH3:9])[CH3:8])[C:5]=3[CH:10]2[C:23]2[CH:30]=[CH:29][C:26]([C:27]#[N:28])=[CH:25][CH:24]=2)[C:15]([O:21][CH3:22])=[N:16][CH:17]=1. Reported procedure: The title compound was prepared in analogy to the procedure described for Example 25 but 4-[2-bromo-5-(5-chloro-2-methoxy-pyridin-3-yl)-1-isopropyl-4-oxo-1,4,5,6-tetrahydro-pyrrolo[3,4-b]pyrrol-6-yl]-benzonitrile (Intermediate BG) and 4-methoxy-N,N-dimethyl-5-(4,4,5,5-tetramethyl-1,3,2-dioxaborolan-2-yl)pyrimidin-2-amine (Intermediate W) were used instead of 2-bromo-5-(5-chloro-2-methyl-phenyl)-6-(4-chloro-phenyl)-1-isopropyl-5,6-dihydro-1H-pyrrolo[3,4-b]pyrrol-4-one and 4-methoxy-5-(4,4,5,5-tet... Starting materials: BrCC1=C(SC(=C1)C1=CC=C(C=C1)C(F)(F)F)C(=O)OCC (ethyl 3-(bromomethyl)-5-[4-(trifluoromethyl)phenyl]thiophene-2-carboxylate), CC(C)S (isopropylthiol). Yields the product C(C)(C)SCC1=C(SC(=C1)C1=CC=C(C=C1)C(F)(F)F)CO ({3-[(isopropylthio)methyl]-5-[4-(trifluoromethyl)phenyl]thien-2-yl}methanol). RXN SMILES: Br[CH2:2][C:3]1[CH:7]=[C:6]([C:8]2[CH:13]=[CH:12][C:11]([C:14]([F:17])([F:16])[F:15])=[CH:10][CH:9]=2)[S:5][C:4]=1[C:18]([O:20]CC)=O.[CH3:23][CH:24]([SH:26])[CH3:25]>>[CH:24]([S:26][CH2:2][C:3]1[CH:7]=[C:6]([C:8]2[CH:9]=[CH:10][C:11]([C:14]([F:15])([F:17])[F:16])=[CH:12][CH:13]=2)[S:5][C:4]=1[CH2:18][OH:20])([CH3:25])[CH3:23]. Procedure: Prepared from intermediate 43 and isopropylthiol Starting materials: cuprous iodide, BrC1=CC(=CC(=C1)F)F (1-bromo-3,5-difluorobenzene), O (water), OC(CC[C@H]1[C@H](CN(CC1)CC#C)C(=O)OC)C1=CC=NC2=CC=C(C=C12)OC (methyl (3R,4R)-4-[3-(R,S)-hydroxy-3-(6-methoxyquinolin-4-yl)propyl]-1-(prop-2-ynyl)piperidine -3-carboxylate). The reagents and catalysts are C=1C=CC(=CC1)[P](C=2C=CC=CC2)(C=3C=CC=CC3)[Pd]([P](C=4C=CC=CC4)(C=5C=CC=CC5)C=6C=CC=CC6)([P](C=7C=CC=CC7)(C=8C=CC=CC8)C=9C=CC=CC9)[P](C=1C=CC=CC1)(C=1C=CC=CC1)C=1C=CC=CC1 (tetrakis(triphenylphosphine)palladium). Run in C(C)N(CC)CC (triethylamine), C(C)(=O)OCC (ethyl acetate). Conditions: temperature 80 celsius. The product is OC(CC[C@H]1[C@H](CN(CC1)CC#CC1=CC(=CC(=C1)F)F)C(=O)OC)C1=CC=NC2=CC=C(C=C12)OC (methyl (3R,4R)-4-[3-(R,S)-hydroxy-3-(6-methoxyquinolin-4-yl)propyl]-1-[3-(3,5-difluorophenyl)prop-2-ynyl]piperidine-3-carboxylate). Reaction SMILES: Br[C:2]1[CH:7]=[C:6]([F:8])[CH:5]=[C:4]([F:9])[CH:3]=1.[OH:10][CH:11]([C:27]1[C:36]2[C:31](=[CH:32][CH:33]=[C:34]([O:37][CH3:38])[CH:35]=2)[N:30]=[CH:29][CH:28]=1)[CH2:12][CH2:13][C@@H:14]1[CH2:19][CH2:18][N:17]([CH2:20][C:21]#[CH:22])[CH2:16][C@@H:15]1[C:23]([O:25][CH3:26])=[O:24].O>C(N(CC)CC)C.C(OCC)(=O)C.C1C=CC([P]([Pd]([P](C2C=CC=CC=2)(C2C=CC=CC=2)C2C=CC=CC=2)([P](C2C=CC=CC=2)(C2C=CC=CC=2)C2C=CC=CC=2)[P](C2C=CC=CC=2)(C2C=CC=CC=2)C2C=CC=CC=2)(C2C=CC=CC=2)C2C=CC=CC=2)=CC=1>[OH:10][CH:11]([C:27]1[C:36]2[C:31](=[CH:32][CH:33]=[C:34]([O:37][CH3:38])[CH:35]=2)[N:30]=[CH:29][CH:28]=1)[CH2:12][CH2:13][C@@H:14]1[CH2:19][CH2:18][N:17]([CH2:20][C:21]#[C:22][C:2]2[CH:7]=[C:6]([F:8])[CH:5]=[C:4]([F:9])[CH:3]=2)[CH2:16][C@@H:15]1[C:23]([O:25][CH3:26])=[O:24] |^1:56,58,77,96|. Procedure details: 0.138 g of tetrakis(triphenylphosphine)palladium, 0.046 g of cuprous iodide, and 0.42 cm3 of 1-bromo-3,5-difluorobenzene were added to a mixture, stirred at a temperature in the region of 20° C. under an inert atmosphere, of 0.95 g of methyl (3R,4R)-4-[3-(R,S)-hydroxy-3-(6-methoxyquinolin-4-yl)propyl]-1-(prop-2-ynyl)piperidine -3-carboxylate in 9.5 cm3 of triethylamine. The mixture was heated at a temperature in the region of 80° C. for 3 hours. After cooling to approximately 20° C., the reactio...